This data is from the Open Reaction Database (ORD), a public repository of structured organic reaction records. The task is: describe an organic reaction: reactants, conditions, products, and yield The reactants are FC(S(=O)(=O)OC1=NN(C2=C1C(=NC=C2)OC)C2=C(C=CC=C2F)F)(F)F (1-(2,6-difluorophenyl)-4-methoxy-1H-pyrazolo[4,3-c]pyridin-3-yl trifluoromethanesulfonate), C(#N)CC1=CC=C(C=C1)B(O)O ((4-(cyanomethyl)phenyl)boronic acid), C([O-])([O-])=O.[K+].[K+] (potassium carbonate). The reagents and catalysts are C=1C=CC(=CC1)[P](C=2C=CC=CC2)(C=3C=CC=CC3)[Pd]([P](C=4C=CC=CC4)(C=5C=CC=CC5)C=6C=CC=CC6)([P](C=7C=CC=CC7)(C=8C=CC=CC8)C=9C=CC=CC9)[P](C=1C=CC=CC1)(C=1C=CC=CC1)C=1C=CC=CC1 (tetrakis(triphenylphosphine)palladium(0)). The solvent is CN(C)C=O (DMF), O (water), O (water). Run at temperature 130 celsius, time 1 hour. Yields the product FC1=C(C(=CC=C1)F)N1N=C(C=2C(=NC=CC21)OC)C2=CC=C(C=C2)CC#N ((4-(1-(2,6-difluorophenyl)-4-methoxy-1H-pyrazolo[4,3-c]pyridin-3-yl)phenyl)acetonitrile). Yield: 77.6%. Reaction SMILES: FC(F)(F)S(O[C:7]1[C:11]2[C:12]([O:16][CH3:17])=[N:13][CH:14]=[CH:15][C:10]=2[N:9]([C:18]2[C:23]([F:24])=[CH:22][CH:21]=[CH:20][C:19]=2[F:25])[N:8]=1)(=O)=O.[C:28]([CH2:30][C:31]1[CH:36]=[CH:35][C:34](B(O)O)=[CH:33][CH:32]=1)#[N:29].C(=O)([O-])[O-].[K+].[K+]>CN(C=O)C.O.C1C=CC([P]([Pd]([P](C2C=CC=CC=2)(C2C=CC=CC=2)C2C=CC=CC=2)([P](C2C=CC=CC=2)(C2C=CC=CC=2)C2C=CC=CC=2)[P](C2C=CC=CC=2)(C2C=CC=CC=2)C2C=CC=CC=2)(C2C=CC=CC=2)C2C=CC=CC=2)=CC=1>[F:24][C:23]1[CH:22]=[CH:21][CH:20]=[C:19]([F:25])[C:18]=1[N:9]1[C:10]2[CH:15]=[CH:14][N:13]=[C:12]([O:16][CH3:17])[C:11]=2[C:7]([C:34]2[CH:35]=[CH:36][C:31]([CH2:30][C:28]#[N:29])=[CH:32][CH:33]=2)=[N:8]1 |f:2.3.4,^1:55,57,76,95|. Procedure: To a solution of 1-(2,6-difluorophenyl)-4-methoxy-1H-pyrazolo[4,3-c]pyridin-3-yl trifluoromethanesulfonate (150 mg) obtained in Step C of Example 35 in DMF (4 mL)/water (0.40 mL) were added (4-(cyanomethyl)phenyl)boronic acid (156 mg), tetrakis(triphenylphosphine)palladium(0) (42.4 mg) and potassium carbonate (101 mg). The reaction mixture was stirred under microwave irradiation at 130° C. for 1 hr. The reaction mixture was diluted with water, and the mixture was extracted with ethyl acetate. Th...